describe an organic reaction: reactants, conditions, products, and yield From a dataset of the Open Reaction Database (ORD), a public repository of structured organic reaction records. Conditions: time 0.5 hour. Solvent: CCO (EtOH). RXN SMILES: [C:1]([C:3](=[CH:7][C:8]1[C:13]([Br:14])=[CH:12][CH:11]=[C:10]([O:15][CH3:16])[C:9]=1[O:17][CH3:18])[C:4]([OH:6])=[O:5])#[N:2].[BH4-].[Na+]>CCO>[C:1]([CH:3]([CH2:7][C:8]1[C:13]([Br:14])=[CH:12][CH:11]=[C:10]([O:15][CH3:16])[C:9]=1[O:17][CH3:18])[C:4]([OH:6])=[O:5])#[N:2] |f:1.2|. Procedure: A solution of α-cyano-6-bromo-2,3-dimethoxycinnamic acid (41.7 g, 0.13 mole), and absolute EtOH (1 L) was stirred under N2 at 0° as NaBH4 (42 g. 1.11 mole) was added portionwise. The reaction mixture was stirred at room temperature for 0.5 hr., and at reflux for 0.75 hr. After cooling to room temperature, EtOH was removed (in-vacuo). Water was added to the residue, followed by 10% HCl until acidic. The solution was extracted with CH2Cl2. The combined organic layers were washed with water, satura... Reactants: C(#N)C(C(=O)O)=CC1=C(C(=CC=C1Br)OC)OC (α-cyano-6-bromo-2,3-dimethoxycinnamic acid), [BH4-].[Na+] (NaBH4). The product is C(#N)C(C(=O)O)CC1=C(C(=CC=C1Br)OC)OC (2-Cyano-3-(6-bromo-2,3-dimethoxyphenyl)-propionic acid). Starting materials: C(=O)(O)[O-].[Na+] (NaHCO3), [OH-].[Na+] (NaOH), FC1=CC2=C(NC(=N2)SCC2=NC=CC(=C2)OCC2CC2)C=C1 (5- Fluoro-2-[[(4-cyclopropylmethoxy-2-pyridinyl)methyl]-thio]-1H-benzimidazole), ClC1=CC(=CC=C1)C(=O)OO (m-Chloroperbenzoic acid). Solvent: O (H2O), O (H2O), C(Cl)Cl (CH2Cl2), C(Cl)Cl (CH2Cl2). Run at time 15 minute. Product: FC1=CC2=C(NC(=N2)S(=O)CC2=NC=CC(=C2OC)C2CC2)C=C1 (5-fluoro-2-[[(4-cyclopropyl- methoxy-2-pyridinyl)methyl]sulfinyl]-1H-benzimidazole). Reaction SMILES: [F:1][C:2]1[CH:23]=[CH:22][C:5]2[NH:6][C:7]([S:9][CH2:10][C:11]3[CH:16]=[C:15](OCC4CC4)[CH:14]=[CH:13][N:12]=3)=[N:8][C:4]=2[CH:3]=1.[C:24]([O-:27])(O)=O.[Na+].ClC1C=CC=[C:32]([C:36](OO)=O)[CH:31]=1.[OH-:40].[Na+]>C(Cl)Cl.O>[F:1][C:2]1[CH:23]=[CH:22][C:5]2[NH:6][C:7]([S:9]([CH2:10][C:11]3[C:16]([O:27][CH3:24])=[C:15]([CH:36]4[CH2:32][CH2:31]4)[CH:14]=[CH:13][N:12]=3)=[O:40])=[N:8][C:4]=2[CH:3]=1 |f:1.2,4.5|. Procedure details: 5- Fluoro-2-[[(4-cyclopropylmethoxy-2-pyridinyl)methyl]-thio]-1H-benzimidazole (1.25 g, 0.0036 mol) was dissolved in CH2Cl2 (40 ml). NaHCO3 (0.6 g, 0.0072 mol) dissolved in H2O (20 ml) was added and the mixture was cooled to +2° C. m-Chloroperbenzoic acid, 84% (0.73 g, 0.0036 mol) dissolved in CH2Cl2 (5 ml) was added under stirring. Stirring was continued at room temperature for 15 min. The two phases were separated and NaOH (0.29 g, 0.0072 mol) dissolved in H2O (25 ml) was added to the organic ... The reactants are COC1=CC2=CC=CC=C2C=C1 (2-methoxynaphthalene), C(=O)(O)C1=CC=C(C=C1)OCC (1-carboxy-4-ethoxybenzene). Yields the product OC1=CC=C(C(=O)O)C=C1 (4-hydroxybenzoic acid). The yield is 61.2%. Reaction SMILES: COC1C=CC2C(=CC=CC=2)C=1.[C:13]([C:16]1[CH:21]=[CH:20][C:19]([O:22]CC)=[CH:18][CH:17]=1)([OH:15])=[O:14]>>[OH:22][C:19]1[CH:20]=[CH:21][C:16]([C:13]([OH:15])=[O:14])=[CH:17][CH:18]=1. Procedure details: The method described in Example 4 is applied with the alteration that instead of 2-methoxynaphthalene 3.32 g (20 mmol) of 1-carboxy-4-ethoxybenzene is used yielding 1.86 g (61.2%) of 4-hydroxybenzoic acid.